From a dataset of the Open Reaction Database (ORD), a public repository of structured organic reaction records. describe an organic reaction: reactants, conditions, products, and yield Starting materials: Cl (hydrochloric acid), C(C)(C)O (isopropanol), ClC1=NC=CC(=N1)C=1C(=NN2C1C=CC=C2)C=2C=C(C=CC2)NC(C2=C(C=CC=C2F)F)=O (N-{3-[3-(2-chloro-4-pyrimidinyl)pyrazolo[1,5-a]pyridin-2-yl]phenyl}-2,6-difluorobenzamide), NC=1C=C2CC(CC2=CC1)NC(C(F)(F)F)=O (N-(5-amino-2,3-dihydro-1H-inden-2-yl)-2,2,2-trifluoroacetamide). Reaction conditions: temperature 180 celsius. Product: CN(C1CC2=CC=C(C=C2C1)NC1=NC=CC(=N1)C=1C(=NN2C1C=CC=C2)C=2C=C(C=CC2)NC(C2=C(C=CC=C2F)F)=O)C (N-{3-[3-(2-{[2-(Dimethylamino)-2,3-dihydro-1H-inden-5-yl]amino}-4-pyrimidinyl)pyrazolo[1,5-a]pyridin-2-yl]phenyl}-2,6-difluorobenzamide), coupled adduct. Yield: 95.0%. Reaction SMILES: Cl[C:2]1[N:7]=[C:6]([C:8]2[C:9]([C:17]3[CH:18]=[C:19]([NH:23][C:24](=[O:33])[C:25]4[C:30]([F:31])=[CH:29][CH:28]=[CH:27][C:26]=4[F:32])[CH:20]=[CH:21][CH:22]=3)=[N:10][N:11]3[CH:16]=[CH:15][CH:14]=[CH:13][C:12]=23)[CH:5]=[CH:4][N:3]=1.[NH2:34][C:35]1[CH:36]=[C:37]2[C:41](=[CH:42][CH:43]=1)[CH2:40][CH:39]([NH:44][C:45](=O)C(F)(F)F)[CH2:38]2.Cl.[CH:52](O)(C)C>>[CH3:52][N:44]([CH3:45])[CH:39]1[CH2:38][C:37]2[C:41](=[CH:42][CH:43]=[C:35]([NH:34][C:2]3[N:7]=[C:6]([C:8]4[C:9]([C:17]5[CH:18]=[C:19]([NH:23][C:24](=[O:33])[C:25]6[C:30]([F:31])=[CH:29][CH:28]=[CH:27][C:26]=6[F:32])[CH:20]=[CH:21][CH:22]=5)=[N:10][N:11]5[CH:16]=[CH:15][CH:14]=[CH:13][C:12]=45)[CH:5]=[CH:4][N:3]=3)[CH:36]=2)[CH2:40]1. Procedure details: The title compound was synthesized by combining N-{3-[3-(2-chloro-4-pyrimidinyl)pyrazolo[1,5-a]pyridin-2-yl]phenyl}-2,6-difluorobenzamide (200 mg, 0.43 mmol) (prepared according to a procedure similar to that described in Example 27, Step C), N-(5-amino-2,3-dihydro-1H-inden-2-yl)-2,2,2-trifluoroacetamide (127 mg, 0.52 mmol), hydrochloric acid (0.043 mmol, 43 μL 1M HCl/diethylether) and 2 mL isopropanol in a sealed vessel. The vial and contents were heated in a microwave synthesizer at 180° C. fo... Reactants: COC1=C(C=CC=O)C=CC=C1 (2-methoxycinnamaldehyde), CN(N)C1=CC=CC=C1 (1-methyl-1-phenylhydrazine). The reagents and catalysts are Cl (hydrochloric acid). The solvent is C(C)O (ethanol). The product is CN(N=CC=CC1=C(C=CC=C1)OC)C1=CC=CC=C1 (2-methoxycinnamaldehyde 1-methyl-1-phenylhydrazone). RXN SMILES: [CH3:1][O:2][C:3]1[CH:12]=[CH:11][CH:10]=[CH:9][C:4]=1[CH:5]=[CH:6][CH:7]=O.[CH3:13][N:14]([C:16]1[CH:21]=[CH:20][CH:19]=[CH:18][CH:17]=1)[NH2:15]>Cl.C(O)C>[CH3:13][N:14]([C:16]1[CH:21]=[CH:20][CH:19]=[CH:18][CH:17]=1)[N:15]=[CH:7][CH:6]=[CH:5][C:4]1[CH:9]=[CH:10][CH:11]=[CH:12][C:3]=1[O:2][CH3:1]. Reported procedure: 3.2 g of 2-methoxycinnamaldehyde and 2.4 g of 1-methyl-1-phenylhydrazine were added to 50 ml of ethanol. To the mixture, two or three drops of 1 N hydrochloric acid were added. The mixture was heated and refluxed for about one hour. The reaction mixture was cooled and the crystals then separated, which were then collected on a suctional funnel. The thus obtained crude 2-methoxycinnamaldehyde 1-methyl-1-phenylhydrazone was recrystallized from ethanol. The yield was 2.6 g (49.1%) of light yellow s... Starting materials: ClC1=CC=C(C=C1)C(=O)C1=CC=C(C=C1)O ((4-chlorophenyl)(4-hydroxyphenyl)methanone), 1-methylethyl ester, BrC(C(=O)O)(C)C (2-bromo-2-methylpropanoic acid), C([O-])([O-])=O.[K+].[K+] (potassium carbonate), S(O)(O)(=O)=O (sulfuric acid), C(C)(C)O (isopropyl alcohol). Run at temperature 120 celsius. The product is CC(C)OC(=O)C(C)(C)OC=1C=CC(=CC1)C(=O)C=2C=CC(=CC2)Cl (fenofibrate). The yield is 83.9%. Reaction SMILES: [Cl:1][C:2]1[CH:7]=[CH:6][C:5]([C:8]([C:10]2[CH:15]=[CH:14][C:13]([OH:16])=[CH:12][CH:11]=2)=[O:9])=[CH:4][CH:3]=1.Br[C:18]([CH3:23])([CH3:22])[C:19]([OH:21])=[O:20].C(=O)([O-])[O-].[K+].[K+].S(=O)(=O)(O)O.[CH:35](O)([CH3:37])[CH3:36]>>[CH3:36][CH:35]([O:21][C:19]([C:18]([O:16][C:13]1[CH:12]=[CH:11][C:10]([C:8]([C:5]2[CH:4]=[CH:3][C:2]([Cl:1])=[CH:7][CH:6]=2)=[O:9])=[CH:15][CH:14]=1)([CH3:23])[CH3:22])=[O:20])[CH3:37] |f:2.3.4|. Procedure: 465 g (2 mol) of (4-chlorophenyl)(4-hydroxyphenyl)methanone and 815 g (3.9 mol) of the 1-methylethyl ester of 2-bromo-2-methylpropanoic acid (alternative nomenclature: isopropyl 2-bromo-2-methylpropanoate) are introduced into a 4 liter reactor equipped with a stirrer and a condenser. The medium is heated to 120° C. and 265 g (1.92 mol) of potassium carbonate are then added with the aid of a funnel for solids. The reaction medium is subsequently heated for 5 hours at 140°-145° C. and then cooled ... The reactants are Compound A, C(CCC)[Sn](C=1OC=CC1)(CCCC)CCCC (2-(tributylstannyl)furan), Cl.BrC=1C=CC2=C(CN(CCN2CC=2N=CNC2)C(=O)C2=CC=CC3=CC=CC=C23)C1 (7-Bromo-2,3,4,5-tetrahydro-1-(1H-imidazol-4-ylmethyl)-4-(1-naphthalenylcarbonyl)-1H-1,4-benzodiazepine, hydrochloride). The product is Cl.Cl.O1C(=CC=C1)C=1C=CC2=C(CN(CCN2CC=2N=CNC2)C(=O)C2=CC=CC3=CC=CC=C23)C1 (7-(2-Furanyl)-2,3,4,5-tetrahydro-1-(1H-imidazol-4-ylmethyl)-4-(1-naphthalenylcarbonyl)-1H-1,4-benzodiazepine, dihydrochloride). Yield: 11.0%. Reaction SMILES: C([Sn](CCCC)(CCCC)[C:6]1[O:7][CH:8]=[CH:9][CH:10]=1)CCC.[ClH:19].Br[C:21]1[CH:22]=[CH:23][C:24]2[N:30]([CH2:31][C:32]3[N:33]=[CH:34][NH:35][CH:36]=3)[CH2:29][CH2:28][N:27]([C:37]([C:39]3[C:48]4[C:43](=[CH:44][CH:45]=[CH:46][CH:47]=4)[CH:42]=[CH:41][CH:40]=3)=[O:38])[CH2:26][C:25]=2[CH:49]=1>>[ClH:19].[ClH:19].[O:7]1[CH:8]=[CH:9][CH:10]=[C:6]1[C:21]1[CH:22]=[CH:23][C:24]2[N:30]([CH2:31][C:32]3[N:33]=[CH:34][NH:35][CH:36]=3)[CH2:29][CH2:28][N:27]([C:37]([C:39]3[C:48]4[C:43](=[CH:44][CH:45]=[CH:46][CH:47]=4)[CH:42]=[CH:41][CH:40]=3)=[O:38])[CH2:26][C:25]=2[CH:49]=1 |f:1.2,3.4.5|. Reported procedure: Example 38 was prepared as a green solid in 11% yield from Compound A of Example 37 and 2-(tributylstannyl)furan as described for Compound B of Example 37. Reactants: BrC=1C=C2C(=CN(C(C2=CC1)=O)CCCCl)C=O (6-bromo-2-(3-chloropropyl)-1-oxo-1,2-dihydroisoquinoline-4-carbaldehyde), C(C)(=O)[O-].[Na+] (sodium acetate). Run in O (water), CS(=O)C (DMSO). Conditions: temperature 70 celsius, time 10 hour. Yields the product C(C)(=O)OCCCN1C(C2=CC=C(C=C2C(=C1)C=O)Br)=O (3-(6-Bromo-4-formyl-1-oxoisoquinolin-2(1H)-yl)propyl acetate). As a reaction SMILES: [Br:1][C:2]1[CH:3]=[C:4]2[C:9](=[CH:10][CH:11]=1)[C:8](=[O:12])[N:7]([CH2:13][CH2:14][CH2:15]Cl)[CH:6]=[C:5]2[CH:17]=[O:18].[C:19]([O-:22])(=[O:21])[CH3:20].[Na+]>CS(C)=O.O>[C:19]([O:22][CH2:15][CH2:14][CH2:13][N:7]1[CH:6]=[C:5]([CH:17]=[O:18])[C:4]2[C:9](=[CH:10][CH:11]=[C:2]([Br:1])[CH:3]=2)[C:8]1=[O:12])(=[O:21])[CH3:20] |f:1.2|. Procedure details: A solution of 6-bromo-2-(3-chloropropyl)-1-oxo-1,2-dihydroisoquinoline-4-carbaldehyde (Example 10b, 0.90 g) in DMSO (10 mL) was treated with sodium acetate (0.45 g) under nitrogen. The resulting mixture was stirred at 70° C. for 10 h. The cooled reaction mixture was diluted with water (250 mL), and extracted with ethyl acetate (250 mL). The organic was dried (MgSO4), filtered and evaporated to afford subtitle compound. (0.91 g). Run in Cl.C(C)O (hydrochloric acid ethanol), O1CCCC1 (tetrahydrofuran). Procedure: Diethyl 4-acetoxy-3-(acetoxymethyl)butylphosphonate (4.6 g, 14.18 mmol) was dissolved in hydrochloric acid/ethanol solution (14 ml, 2.2M) and the reaction mixture was stirred at 80° C. for 90 minutes. It was then cooled to 5° C., neutralized with aqueous ammonia solution and diluted with tetrahydrofuran. The resulting ammonium hydrochloride was filtered off, washed with tetrahydrofuran and the combined filtrates concentrated to an oil which was chromatographed on silica gel (eluting with 94:6 CH... The reactants are C(C)(=O)OCC(CCP(OCC)(OCC)=O)COC(C)=O (Diethyl 4-acetoxy-3-(acetoxymethyl)butylphosphonate), N (ammonia). Reaction SMILES: C([O:4][CH2:5][CH:6]([CH2:17][O:18]C(=O)C)[CH2:7][CH2:8][P:9](=[O:16])([O:13][CH2:14][CH3:15])[O:10][CH2:11][CH3:12])(=O)C.N>Cl.C(O)C.O1CCCC1>[OH:4][CH2:5][CH:6]([CH2:17][OH:18])[CH2:7][CH2:8][P:9](=[O:16])([O:10][CH2:11][CH3:12])[O:13][CH2:14][CH3:15] |f:2.3|. Product: OCC(CCP(OCC)(OCC)=O)CO (Diethyl 4-hydroxy-3-(hydroxymethyl)butyl-phosphonate). Run at temperature 80 celsius, time 90 minute. Isolated yield 61.6%. The reactants are ClC(=O)OC1=CC=C(C=C1)[N+](=O)[O-] (4-nitrophenyl chloroformate), NC1=CC=C(C(=O)N2CCN(CC2)CC=2C=C(C(=O)NC(C)(C)C)C=CC2)C=C1 (3-((4-(4-Aminobenzoyl)piperazin-1-yl)methyl)-N-tert-butylbenzamide), O1N=C(C=C1)N (Isoxazol-3-amine). Run in ClCCl (dichloromethane), ClCCl (dichloromethane). Run at time 2 hour. Product: C(C)(C)(C)NC(C1=CC(=CC=C1)CN1CCN(CC1)C(C1=CC=C(C=C1)NC(=O)NC1=NOC=C1)=O)=O (N-tert-Butyl-3-((4-(4-(3-isoxazol-3-ylureido)benzoyl)piperazin-1-yl)methyl)benzamide). Yield: 60.0%. Reaction SMILES: [NH2:1][C:2]1[CH:29]=[CH:28][C:5]([C:6]([N:8]2[CH2:13][CH2:12][N:11]([CH2:14][C:15]3[CH:16]=[C:17]([CH:25]=[CH:26][CH:27]=3)[C:18]([NH:20][C:21]([CH3:24])([CH3:23])[CH3:22])=[O:19])[CH2:10][CH2:9]2)=[O:7])=[CH:4][CH:3]=1.Cl[C:31](OC1C=CC([N+]([O-])=O)=CC=1)=[O:32].[O:43]1[CH:47]=[CH:46][C:45]([NH2:48])=[N:44]1>ClCCl>[C:21]([NH:20][C:18](=[O:19])[C:17]1[CH:25]=[CH:26][CH:27]=[C:15]([CH2:14][N:11]2[CH2:12][CH2:13][N:8]([C:6](=[O:7])[C:5]3[CH:28]=[CH:29][C:2]([NH:1][C:31]([NH:48][C:45]4[CH:46]=[CH:47][O:43][N:44]=4)=[O:32])=[CH:3][CH:4]=3)[CH2:9][CH2:10]2)[CH:16]=1)([CH3:24])([CH3:23])[CH3:22]. Reported procedure: 3-((4-(4-Aminobenzoyl)piperazin-1-yl)methyl)-N-tert-butylbenzamide (0.152 mmol, 60 mg) was dissolved in dichloromethane (12 mL) and a solution of 4-nitrophenyl chloroformate (0.152 mmol, 30.7 mg) in dichloromethane (20 mL) was added dropwise. The reaction was stirred for 2 hours at room temperature. Isoxazol-3-amine (1.521 mmol, 128 mg) was added and the resulting mixture was stirred at room temperature overnight. The reaction mixture was concentrated under vacuum and the residue dissolved in di... Starting materials: O=C(Cl)c1sc2ccccc2c1Cl, Cc1ccc(N)c(C(=O)Nc2ccc(Cl)cc2)c1, c1ccncc1. The product is Cc1ccc(NC(=O)c2sc3ccccc3c2Cl)c(C(=O)Nc2ccc(Cl)cc2)c1. Reaction SMILES: [Cl:19][C:20](=[O:21])[c:22]1[c:23]([Cl:31])[c:24]2[c:25]([s:26]1)[cH:27][cH:28][cH:29][cH:30]2.[Cl:1][c:2]1[cH:3][cH:4][c:5]([NH:8][C:9]([c:10]2[c:11]([NH2:17])[cH:12][cH:13][c:14]([CH3:16])[cH:15]2)=[O:18])[cH:6][cH:7]1.[cH:32]1[cH:33][cH:34][n:35][cH:36][cH:37]1>>[Cl:1][c:2]1[cH:3][cH:4][c:5]([NH:8][C:9]([c:10]2[c:11]([NH:17][C:20](=[O:21])[c:22]3[c:23]([Cl:31])[c:24]4[c:25]([s:26]3)[cH:27][cH:28][cH:29][cH:30]4)[cH:12][cH:13][c:14]([CH3:16])[cH:15]2)=[O:18])[cH:6][cH:7]1. The reactants are CCI, O=c1cc(-c2ccccc2)oc2cccc(O)c12. The product is CCOc1cccc2oc(-c3ccccc3)cc(=O)c12. RXN SMILES: [I:19][CH2:20][CH3:21].[OH:1][c:2]1[c:3]2[c:4](=[O:18])[cH:5][c:6](-[c:12]3[cH:13][cH:14][cH:15][cH:16][cH:17]3)[o:7][c:8]2[cH:9][cH:10][cH:11]1>>[O:1]([c:2]1[c:3]2[c:4](=[O:18])[cH:5][c:6](-[c:12]3[cH:13][cH:14][cH:15][cH:16][cH:17]3)[o:7][c:8]2[cH:9][cH:10][cH:11]1)[CH2:20][CH3:21]. Reactants: O=C(NC1=C(F)C(F)=C(C(F)=C1F)C(F)(F)F)C2(C)CCCC3(C4=CC=C(C=C4CCC23)C(C)C)C. The reagents and catalysts are [K].O=C(O)O, O=C(O)C, O1B(OC(C)(C)C1(C)C)B2OC(C)(C)C(O2)(C)C, [B-](F)(F)(F)F.CC[N+](CC)(CC)CC, N=1C(OC)=CC(OC)=C2C=CC=CC12, [Pd].O=C(O)C. The solvent is N#CC. Run at temperature 80 celsius, time 15 hour. Product: O=C(NC1=C(F)C(F)=C(C(F)=C1F)C(F)(F)F)C2(CO)CCCC3(C4=CC=C(C=C4CCC32)C(C)C)C. Isolated yield 70.0%.